This data is from the Open Reaction Database (ORD), a public repository of structured organic reaction records. The task is: describe an organic reaction: reactants, conditions, products, and yield Starting materials: CC1(C)C2CCC1(CS(=O)(=O)O)C(=O)C2, COCCO, NC(=O)C1C2C=CC(C2)C1Nc1nc(Cl)ncc1Cl, COc1cc2c(cc1N)CCN(CC(O)C(F)(F)F)CC2. Reaction SMILES: [C:41]12([CH2:42][S:43]([OH:44])(=[O:45])=[O:46])[C:47]([CH3:48])([CH3:49])[CH:50]([CH2:51][CH2:52]1)[CH2:53][C:54]2=[O:55].[CH3:56][O:57][CH2:58][CH2:59][OH:60].[Cl:22][c:23]1[n:24][cH:25][c:26]([Cl:40])[c:27]([NH:29][CH:30]2[CH:31]([C:37](=[O:38])[NH2:39])[CH:32]3[CH:33]=[CH:34][CH:35]2[CH2:36]3)[n:28]1.[NH2:1][c:2]1[cH:3][c:4]2[c:5]([cH:18][c:19]1[O:20][CH3:21])[CH2:6][CH2:7][N:8]([CH2:11][CH:12]([C:13]([F:14])([F:15])[F:16])[OH:17])[CH2:9][CH2:10]2>>[NH:1]([c:2]1[cH:3][c:4]2[c:5]([cH:18][c:19]1[O:20][CH3:21])[CH2:6][CH2:7][N:8]([CH2:11][CH:12]([C:13]([F:14])([F:15])[F:16])[OH:17])[CH2:9][CH2:10]2)[c:23]1[n:24][cH:25][c:26]([Cl:40])[c:27]([NH:29][CH:30]2[CH:31]([C:37](=[O:38])[NH2:39])[CH:32]3[CH:33]=[CH:34][CH:35]2[CH2:36]3)[n:28]1. Yields the product COc1cc2c(cc1Nc1ncc(Cl)c(NC3C4C=CC(C4)C3C(N)=O)n1)CCN(CC(O)C(F)(F)F)CC2. Starting materials: C(C)(C)(C)C1=CC=C(C=C1)C=1OC2=C(N1)C=CC=C2N2CCNCC2 (2-(4-tert-butylphenyl)-7-piperazin-1-yl-1,3-benzooxazole), BrCC=1C=C2N=CC=NC2=CC1 (6-bromomethylquinoxaline), C(C)N(C(C)C)C(C)C (ethyldiisopropylamine). Run in CC#N (CH3CN). Reaction conditions: temperature 95 celsius. Yields the product C(C)(C)(C)C1=CC=C(C=C1)C=1OC2=C(N1)C=CC=C2N2CCN(CC2)CC=2C=C1N=CC=NC1=CC2 (6-({4-[2-(4-tert-butylphenyl)-1,3-benzoxazol-7-yl]piperazin-1-yl}methyl)quinoxaline). The yield is 69.4%. RXN SMILES: [C:1]([C:5]1[CH:10]=[CH:9][C:8]([C:11]2[O:12][C:13]3[C:19]([N:20]4[CH2:25][CH2:24][NH:23][CH2:22][CH2:21]4)=[CH:18][CH:17]=[CH:16][C:14]=3[N:15]=2)=[CH:7][CH:6]=1)([CH3:4])([CH3:3])[CH3:2].Br[CH2:27][C:28]1[CH:29]=[C:30]2[C:35](=[CH:36][CH:37]=1)[N:34]=[CH:33][CH:32]=[N:31]2.C(N(C(C)C)C(C)C)C>CC#N>[C:1]([C:5]1[CH:6]=[CH:7][C:8]([C:11]2[O:12][C:13]3[C:19]([N:20]4[CH2:25][CH2:24][N:23]([CH2:27][C:28]5[CH:29]=[C:30]6[C:35](=[CH:36][CH:37]=5)[N:34]=[CH:33][CH:32]=[N:31]6)[CH2:22][CH2:21]4)=[CH:18][CH:17]=[CH:16][C:14]=3[N:15]=2)=[CH:9][CH:10]=1)([CH3:4])([CH3:2])[CH3:3]. Procedure details: To a suspension of 2-(4-tert-butylphenyl)-7-piperazin-1-yl-1,3-benzooxazole 23.5 mg, 0.070 mmol) and 6-bromomethylquinoxaline (17.2 mg, 0.077 mmol) in CH3CN (anh., 10 mL) was added ethyldiisopropylamine (0.015 mL, 0.084 mmol). The mixture was heated in a 95° C. bath overnight. The reaction was cooled to room temperature and concentrated in vacuo. The residue was adsorbed onto silica gel. Silica gel chromatography using a gradient of 25% EtOAc/hexane to 50% EtOAc/hexane then 100% EtOAc afforded t... Starting materials: FC1=CC(=C(C=C1F)C1=CC=C(C=C1)OCC1=CC=C2C=CN(C2=C1)C(CC(=O)O)C)OC (3-[6-(4′,5′-difluoro-2′-methoxy-biphenyl-4-yloxymethyl)-indol-1-yl]-butyric acid), C(C)OC(\C=C\C)=O ((E)-but-2-enoic acid ethyl ester), FC1=CC(=C(C=C1F)C1=CC=C(C=C1)OCC1=C2C=CNC2=CC=C1)OC (4-(4′,5′-difluoro-2′-methoxy-biphenyl-4-yloxymethyl)-1H-indole). Yields the product FC1=CC(=C(C=C1F)C1=CC=C(C=C1)OCC1=C2C=CN(C2=CC=C1)C(CC(=O)O)C)OC (3-[4-(4′,5′-Difluoro-2′-methoxy-biphenyl-4-yloxymethyl)-indol-1-yl]-butyric acid), oil/film. Isolated yield 13.0%. Reaction SMILES: [F:1][C:2]1[C:7]([F:8])=[CH:6][C:5]([C:9]2[CH:14]=[CH:13][C:12]([O:15][CH2:16][C:17]3[CH:25]=[C:24]4[C:20]([CH:21]=[CH:22][N:23]4[CH:26]([CH3:31])[CH2:27][C:28]([OH:30])=[O:29])=[CH:19][CH:18]=3)=[CH:11][CH:10]=2)=[C:4]([O:32][CH3:33])[CH:3]=1.FC1C(F)=CC(C2C=CC(OCC3C=CC=C4C=3C=CN4)=CC=2)=C(OC)C=1.C(OC(=O)/C=C/C)C>>[F:1][C:2]1[C:7]([F:8])=[CH:6][C:5]([C:9]2[CH:10]=[CH:11][C:12]([O:15][CH2:16][C:17]3[CH:18]=[CH:19][CH:20]=[C:24]4[C:25]=3[CH:21]=[CH:22][N:23]4[CH:26]([CH3:31])[CH2:27][C:28]([OH:30])=[O:29])=[CH:13][CH:14]=2)=[C:4]([O:32][CH3:33])[CH:3]=1. Reported procedure: 3-[4-(4′,5′-Difluoro-2′-methoxy-biphenyl-4-yloxymethyl)-indol-1-yl]-butyric acid was synthesized by a procedure similar to 3-[6-(4′,5′-difluoro-2′-methoxy-biphenyl-4-yloxymethyl)-indol-1-yl]-butyric acid from starting materials 4-(4′,5′-difluoro-2′-methoxy-biphenyl-4-yloxymethyl)-1H-indole and (E)-but-2-enoic acid ethyl ester to yield the product as a clear to opaque oil/film (6 mg, 13%). LC-MS (ES) calculated for C26H23F2NO4, 451.2; found m/z 452 [M+H]+. Starting materials: CC(=O)O, CCO, [Cl-], O=C(c1ccc([N+](=O)[O-])cc1Cl)N1Cc2ccnn2Cc2ccccc21, [Na+], O=C([O-])O, O, O. Yields the product Nc1ccc(C(=O)N2Cc3ccnn3Cc3ccccc32)c(Cl)c1. As a reaction SMILES: [CH3:35][C:36](=[O:37])[OH:38].[CH3:39][CH2:40][OH:41].[Cl-:29].[N+:1]([O-:2])(=[O:3])[c:4]1[cH:5][c:6]([Cl:26])[c:7]([C:8](=[O:9])[N:10]2[CH2:11][c:12]3[n:13]([n:21][cH:22][cH:23]3)[CH2:14][c:15]3[c:16]2[cH:17][cH:18][cH:19][cH:20]3)[cH:24][cH:25]1.[Na+:34].[O-:30][C:31]([OH:32])=[O:33].[OH2:27].[OH2:28]>>[NH2:1][c:4]1[cH:5][c:6]([Cl:26])[c:7]([C:8](=[O:9])[N:10]2[CH2:11][c:12]3[n:13]([n:21][cH:22][cH:23]3)[CH2:14][c:15]3[c:16]2[cH:17][cH:18][cH:19][cH:20]3)[cH:24][cH:25]1. Starting materials: C1CCOC1, CI, O=C(NC(=S)Nc1ccc(F)c(F)c1F)c1cc(Cl)nc(Cl)c1, [H-], [Na+]. Product: CSC(=Nc1ccc(F)c(F)c1F)NC(=O)c1cc(Cl)nc(Cl)c1. RXN SMILES: [CH2:28]1[O:29][CH2:30][CH2:31][CH2:32]1.[CH3:26][I:27].[Cl:3][c:4]1[n:5][c:6]([Cl:25])[cH:7][c:8]([C:10](=[O:11])[NH:12][C:13](=[S:14])[NH:15][c:16]2[c:17]([F:24])[c:18]([F:23])[c:19]([F:22])[cH:20][cH:21]2)[cH:9]1.[H-:2].[Na+:1]>>[Cl:3][c:4]1[n:5][c:6]([Cl:25])[cH:7][c:8]([C:10](=[O:11])[NH:12][C:13]([S:14][CH3:26])=[N:15][c:16]2[c:17]([F:24])[c:18]([F:23])[c:19]([F:22])[cH:20][cH:21]2)[cH:9]1. The reactants are ClC1=C(C=CC=C1)CN1C2=CC=CC(=C2C=2C(=CC=CC12)OCC(=O)OC(C)(C)C)C(N)=O ({9-[(2-chlorophenyl)methyl]-5-carbamoylcarbazol-4-yl}oxyacetic acid, tert-butyl ester). The solvent is FC(C(=O)O)(F)F (trifluoroacetic acid). The product is ClC1=C(C=CC=C1)CN1C2=CC=CC(=C2C=2C(=CC=CC12)OCC(=O)O)C(N)=O ({9-[(2-chlorophenyl)methyl]-5-carbamoylcarbazol-4-yl}oxyacetic acid). Yield: 98.9%. Reaction SMILES: [Cl:1][C:2]1[CH:7]=[CH:6][CH:5]=[CH:4][C:3]=1[CH2:8][N:9]1[C:21]2[CH:20]=[CH:19][CH:18]=[C:17]([O:22][CH2:23][C:24]([O:26]C(C)(C)C)=[O:25])[C:16]=2[C:15]2[C:10]1=[CH:11][CH:12]=[CH:13][C:14]=2[C:31](=[O:33])[NH2:32]>FC(F)(F)C(O)=O>[Cl:1][C:2]1[CH:7]=[CH:6][CH:5]=[CH:4][C:3]=1[CH2:8][N:9]1[C:21]2[CH:20]=[CH:19][CH:18]=[C:17]([O:22][CH2:23][C:24]([OH:26])=[O:25])[C:16]=2[C:15]2[C:10]1=[CH:11][CH:12]=[CH:13][C:14]=2[C:31](=[O:33])[NH2:32]. Procedure: A solution of the {9-[(2-chlorophenyl)methyl]-5-carbamoylcarbazol-4-yl}oxyacetic acid, tert-butyl ester (46 mg, 0.1 mM) in 3 mL of trifluoroacetic acid was stirred at room temperature for 2 hours. The solvent was removed in vacuo. The residue was triturated with diethyl ether/hexanes, then dried in vacuo to afford 40 mg (98%) of the {9-[(2-chlorophenyl)methyl]-5-carbamoylcarbazol-4-yl}oxyacetic acid as a white powder. 1H NMR (DMSO-d6) δ12.9 (br s, 1H), 7.55 (s, 1H), 7.5 (d, 1H, J=8 Hz), 7.45 (s,... Starting materials: C1=CC=CC=2C3=CC=CC=C3C(C12)=O (9-fluorenone), [OH-].[Na+] (sodium hydroxide), [N+](=O)([O-])C1=C(C=CC=C1)N=NC1=C(C=CC(=C1)C(C)(C)C)O (2-nitro-2'-hydroxy-5'-t-butylazobenzene), resultant mixture, N(=NC1=CC=CC=C1)C1=CC=CC=C1 (azobenzene). Solvent: O (water), C(C)(CC)O (secondary butanol). Run at temperature 80 celsius. Product: OC1=C(C=C(C=C1)C(C)(C)C)N1N=C2C(=[N+]1[O-])C=CC=C2 (2-(2-hydroxy-5-t-butylphenyl)benzotriazole-N-oxide). Reaction SMILES: C1C2C(=O)C3C(=CC=CC=3)C=2C=CC=1.[OH-].[Na+].[N+:17]([C:20]1[CH:25]=[CH:24][CH:23]=[CH:22][C:21]=1[N:26]=[N:27][C:28]1[CH:33]=[C:32]([C:34]([CH3:37])([CH3:36])[CH3:35])[CH:31]=[CH:30][C:29]=1[OH:38])([O-])=[O:18].N(C1C=CC=CC=1)=NC1C=CC=CC=1>O.C(O)(CC)C>[OH:38][C:29]1[CH:30]=[CH:31][C:32]([C:34]([CH3:37])([CH3:36])[CH3:35])=[CH:33][C:28]=1[N:27]1[N+:17]([O-:18])=[C:20]2[CH:25]=[CH:24][CH:23]=[CH:22][C:21]2=[N:26]1 |f:1.2|. Reported procedure: 9-fluorenone 2.5 g was added to a mixture of secondary butanol 80 g, water 14 g and 97% sodium hydroxide 22.4 g, and 2-nitro-2'-hydroxy-5'-t-butylazobenzene 19.9 g was added to the resultant mixture for one hour while stirring at 80° C. The mixture was further stirred at 90°~97° C. for 4 hours, thus almost all of the azobenzene having disappeared to produce 2-(2-hydroxy-5-t-butylphenyl)benzotriazole-N-oxide. Thus, the reaction of Process (b) was completed. The resultant reaction liquor was furth... Reactants: [Cl-] (chloride), NCCN1C(C(=C(C2=NC=C(C=C12)CC1=CC=C(C=C1)F)O)C(=O)NCCOCC)=O (1-(2-aminoethyl)-N-[2-(ethyloxy)ethyl]-7-[(4-fluorophenyl)methyl]-4-hydroxy-2-oxo-1,2-dihydro-1,5-naphthyridine-3-carboxamide), C(C)(C)N(CC)C(C)C (diisopropyl ethylamine), N,N-dimethyl carbonyl chloride, CN(C)C=O (DMF). Run at time 2 hour. Yields the product CN(C(=O)NCCN1C(C(=C(C2=NC=C(C=C12)CC1=CC=C(C=C1)F)O)C(=O)NCCOCC)=O)C (1-(2-{[(Dimethylamino)carbonyl]amino}ethyl)-N-[2-(ethyloxy)ethyl]-7-[(4-fluorophenyl)methyl]-4-hydroxy-2-oxo-1,2-dihydro-1,5-naphthyridine-3-carboxamide). As a reaction SMILES: [NH2:1][CH2:2][CH2:3][N:4]1[C:13]2[C:8](=[N:9][CH:10]=[C:11]([CH2:14][C:15]3[CH:20]=[CH:19][C:18]([F:21])=[CH:17][CH:16]=3)[CH:12]=2)[C:7]([OH:22])=[C:6]([C:23]([NH:25][CH2:26][CH2:27][O:28][CH2:29][CH3:30])=[O:24])[C:5]1=[O:31].C(N(C(C)C)CC)(C)C.[Cl-].[CH3:42][N:43]([CH:45]=[O:46])[CH3:44]>>[CH3:42][N:43]([CH3:44])[C:45]([NH:1][CH2:2][CH2:3][N:4]1[C:13]2[C:8](=[N:9][CH:10]=[C:11]([CH2:14][C:15]3[CH:16]=[CH:17][C:18]([F:21])=[CH:19][CH:20]=3)[CH:12]=2)[C:7]([OH:22])=[C:6]([C:23]([NH:25][CH2:26][CH2:27][O:28][CH2:29][CH3:30])=[O:24])[C:5]1=[O:31])=[O:46]. Reported procedure: A solution of 1-(2-aminoethyl)-N-[2-(ethyloxy)ethyl]-7-[(4-fluorophenyl)methyl]-4-hydroxy-2-oxo-1,2-dihydro-1,5-naphthyridine-3-carboxamide (0.02 g, 0.047 mmol) and diisopropyl ethylamine (0.041 mL, 0.24 mmol) in DMF (5 mL) under nitrogen was treated with N,N-dimethyl carbonyl chloride (0.0043 mL, 0.047 mmol) at ambient temperature. After 2 h, an additional 0.001 mL of the chloride was added and the was stirred at ambient temperature for an additional 6 h. The reaction was concentrated in vacuo ... Starting materials: CN1C(SC(=C1C1=CC=C(C=C1)OC)C=1C=NC=CC1)CNC(C1=CC=CC=C1)=O (N-methyl(benzoylaminomethyl)-4-(4-methoxyphenyl)-5-(3-pyridyl)-1,3-thiazole), Cl (HCl), [OH-].[Na+] (NaOH). Conditions: temperature 80 celsius, time 2 hour. Yields the product COC1=CC=C(C=C1)C=1N=C(SC1C=1C=NC=CC1)CNC (4-(4-methoxyphenyl)-2-methylaminomethyl-5-(3-pyridyl)-1,3-thiazole). Isolated yield 91.0%. Reaction SMILES: C[N:2]1[C:6]([C:7]2[CH:12]=[CH:11][C:10]([O:13][CH3:14])=[CH:9][CH:8]=2)=[C:5]([C:15]2[CH:16]=[N:17][CH:18]=[CH:19][CH:20]=2)[S:4][CH:3]1[CH2:21][NH:22][C:23](=O)C1C=CC=CC=1.Cl.[OH-].[Na+]>>[CH3:14][O:13][C:10]1[CH:9]=[CH:8][C:7]([C:6]2[N:2]=[C:3]([CH2:21][NH:22][CH3:23])[S:4][C:5]=2[C:15]2[CH:16]=[N:17][CH:18]=[CH:19][CH:20]=2)=[CH:12][CH:11]=1 |f:2.3|. Reported procedure: To 2-(N-methyl(benzoylaminomethyl)-4-(4-methoxyphenyl)-5-(3-pyridyl)-1,3-thiazole obtained by Example 13 was added 20 ml of 5N-HCl, and the mixture was stirred for 2 hours at 80° C. The reaction solution was left standing for cooling, which was then made alkaline with 2N-NaOH. The alkaline solution was subjected to extraction with ethyl acetate. The extract solution was washed with water, dried and concentrated under reduced pressure, followed by purification by means of a silica-gel column chro...